This data is from the Open Reaction Database (ORD), a public repository of structured organic reaction records. The task is: describe an organic reaction: reactants, conditions, products, and yield Starting materials: C1(=CC=CC=C1)[C@H]1[C@H](CCC=C1)C(=O)N1CC(C(C1)C1=CC=CC=C1)CN1CCC(CC1)C1=CC=CC=C1 (1-(2(R)-phenyl-cyclohex-3-ene-1(S)-carbonyl)-3-(RS)-((4-phenyl)piperidin-1-yl)methyl 4-(SR)-phenylpyrrolidine). Reagents/catalysts: [Pd] (Pd/C). The solvent is CO (MeOH). Reaction conditions: time 4 hour. Product: C1(=CC=CC=C1)[C@H]1[C@H](CCCC1)C(=O)N1CC(C(C1)C1=CC=CC=C1)CN1CCC(CC1)C1=CC=CC=C1 (1-(2(R)-phenyl-cyclohexane-1(S)-carbonyl)-3-(RS)-((4-phenyl)piperidin-1-yl)methyl-4-(SR)-phenylpyrrolidine). The yield is 65.8%. As a reaction SMILES: [C:1]1([C@@H:7]2[CH:12]=[CH:11][CH2:10][CH2:9][C@@H:8]2[C:13]([N:15]2[CH2:19][CH:18]([C:20]3[CH:25]=[CH:24][CH:23]=[CH:22][CH:21]=3)[CH:17]([CH2:26][N:27]3[CH2:32][CH2:31][CH:30]([C:33]4[CH:38]=[CH:37][CH:36]=[CH:35][CH:34]=4)[CH2:29][CH2:28]3)[CH2:16]2)=[O:14])[CH:6]=[CH:5][CH:4]=[CH:3][CH:2]=1>CO.[Pd]>[C:1]1([C@@H:7]2[CH2:12][CH2:11][CH2:10][CH2:9][C@@H:8]2[C:13]([N:15]2[CH2:19][CH:18]([C:20]3[CH:21]=[CH:22][CH:23]=[CH:24][CH:25]=3)[CH:17]([CH2:26][N:27]3[CH2:32][CH2:31][CH:30]([C:33]4[CH:38]=[CH:37][CH:36]=[CH:35][CH:34]=4)[CH2:29][CH2:28]3)[CH2:16]2)=[O:14])[CH:6]=[CH:5][CH:4]=[CH:3][CH:2]=1. Procedure: To a solution of 14 mg (0.03 mmol) of 1-(2(R) phenylcyclohex-3-ene-1(S)-carbonyl)-3-(RS)-((4-phenyl)piperidin-1-yl)methyl 4-(SR)-phenylpyrrolidine (from Example 182, Step B) in 2 mL of MeOH was added 10% Pd/C (7.0 mg). The reaction mixture was hydrogenated at 50 psi on a Parr apparatus for 4 hrs. The reaction was filtered thru Celite, washed with MeOH and the filtrate was concentrated in vacuo to afford 10 mg of the title compound as an oil. Mass Spectrum (NH3 -CI): 507 (M+1). Starting materials: CCOC(=O)c1cn(C2CC2)c2c(OC(F)F)c(Br)ccc2c1=O, CCO, CC(=O)O, COCCOCCOC, CC1c2ccc(B3OCCNCCO3)cc2CN1C(c1ccccc1)(c1ccccc1)c1ccccc1, [Na+], [Na+], O=C([O-])[O-], O, Cl[Pd]Cl, c1ccc(P(c2ccccc2)c2ccccc2)cc1, c1ccc(P(c2ccccc2)c2ccccc2)cc1. Product: CCOC(=O)c1cn(C2CC2)c2c(OC(F)F)c(-c3ccc4c(c3)CN(C(c3ccccc3)(c3ccccc3)c3ccccc3)C4C)ccc2c1=O. Reaction SMILES: [Br:39][c:40]1[cH:41][cH:42][c:43]2[c:44](=[O:62])[c:45]([C:57](=[O:58])[O:59][CH2:60][CH3:61])[cH:46][n:47]([CH:54]3[CH2:55][CH2:56]3)[c:48]2[c:49]1[O:50][CH:51]([F:52])[F:53].[CH3:110][CH2:111][OH:112].[CH3:113][C:114](=[O:115])[OH:116].[CH3:117][O:118][CH2:119][CH2:120][O:121][CH2:122][CH2:123][O:124][CH3:125].[CH3:2][CH:3]1[N:4]([C:20]([c:21]2[cH:22][cH:23][cH:24][cH:25][cH:26]2)([c:27]2[cH:28][cH:29][cH:30][cH:31][cH:32]2)[c:33]2[cH:34][cH:35][cH:36][cH:37][cH:38]2)[CH2:5][c:6]2[cH:7][c:8]([B:12]3[O:13][CH2:14][CH2:15][NH:16][CH2:17][CH2:18][O:19]3)[cH:9][cH:10][c:11]21.[Na+:63].[Na+:64].[O-:65][C:66](=[O:67])[O-:68].[OH2:1].[Pd:69]([Cl:70])[Cl:71].[c:72]1([P:73]([c:74]2[cH:75][cH:76][cH:77][cH:78][cH:79]2)[c:80]2[cH:81][cH:82][cH:83][cH:84][cH:85]2)[cH:86][cH:87][cH:88][cH:89][cH:90]1.[c:91]1([P:92]([c:93]2[cH:94][cH:95][cH:96][cH:97][cH:98]2)[c:99]2[cH:100][cH:101][cH:102][cH:103][cH:104]2)[cH:105][cH:106][cH:107][cH:108][cH:109]1>>[CH3:2][CH:3]1[N:4]([C:20]([c:21]2[cH:22][cH:23][cH:24][cH:25][cH:26]2)([c:27]2[cH:28][cH:29][cH:30][cH:31][cH:32]2)[c:33]2[cH:34][cH:35][cH:36][cH:37][cH:38]2)[CH2:5][c:6]2[cH:7][c:8](-[c:40]3[cH:41][cH:42][c:43]4[c:44](=[O:62])[c:45]([C:57](=[O:58])[O:59][CH2:60][CH3:61])[cH:46][n:47]([CH:54]5[CH2:55][CH2:56]5)[c:48]4[c:49]3[O:50][CH:51]([F:52])[F:53])[cH:9][cH:10][c:11]21. Reactants: NCC(=O)[C@H]1[C@@](O[C@@H]([C@H]([C@@H]1O)O)CO)(N(C(CCCCCCCCCCC)=O)CCCCCCCCCCCCCC)N (N-(2-glycyl-amino-2-deoxy-β-D-glucopyranosyl)-N-tetradecyl-dodecanamide), C(=O)(OCC1=CC=CC=C1)N[C@@H](C)C(=O)NCC(=O)O (N-carbobenzoxy-L-alanyl-glycine). The product is C(=O)(OCC1=CC=CC=C1)N[C@@H](C)C(=O)NCC(=O)NCC(=O)[C@H]1[C@@](O[C@@H]([C@H]([C@@H]1O)O)CO)(N(C(CCCCCCCCCCC)=O)CCCCCCCCCCCCCC)N (N-[2-(N-Carbobenzoxy-L-alanyl-glycyl-glycyl)-amino-2-deoxy-β-D-glucopyranosyl]-N-tetradecyl-dodecanamide). Reaction SMILES: [NH2:1][CH2:2][C:3]([C@@H:5]1[C@@H:10]([OH:11])[C@H:9]([OH:12])[C@@H:8]([CH2:13][OH:14])[O:7][C@@:6]1([NH2:43])[N:15]([CH2:29][CH2:30][CH2:31][CH2:32][CH2:33][CH2:34][CH2:35][CH2:36][CH2:37][CH2:38][CH2:39][CH2:40][CH2:41][CH3:42])[C:16](=[O:28])[CH2:17][CH2:18][CH2:19][CH2:20][CH2:21][CH2:22][CH2:23][CH2:24][CH2:25][CH2:26][CH3:27])=[O:4].[C:44]([NH:54][C@H:55]([C:57]([NH:59][CH2:60][C:61](O)=[O:62])=[O:58])[CH3:56])([O:46][CH2:47][C:48]1[CH:53]=[CH:52][CH:51]=[CH:50][CH:49]=1)=[O:45]>>[C:44]([NH:54][C@H:55]([C:57]([NH:59][CH2:60][C:61]([NH:1][CH2:2][C:3]([C@@H:5]1[C@@H:10]([OH:11])[C@H:9]([OH:12])[C@@H:8]([CH2:13][OH:14])[O:7][C@@:6]1([NH2:43])[N:15]([CH2:29][CH2:30][CH2:31][CH2:32][CH2:33][CH2:34][CH2:35][CH2:36][CH2:37][CH2:38][CH2:39][CH2:40][CH2:41][CH3:42])[C:16](=[O:28])[CH2:17][CH2:18][CH2:19][CH2:20][CH2:21][CH2:22][CH2:23][CH2:24][CH2:25][CH2:26][CH3:27])=[O:4])=[O:62])=[O:58])[CH3:56])([O:46][CH2:47][C:48]1[CH:53]=[CH:52][CH:51]=[CH:50][CH:49]=1)=[O:45]. Procedure: from N-(2-glycyl-amino-2-deoxy-β-D-glucopyranosyl)-N-tetradecyl-dodecanamide and N-carbobenzoxy-L-alanyl-glycine. Reactants: CCCCCC.CCOC(=O)C (Hexane EtOAc), COC1=CC2=C(N=C(S2)C2=CC=C(C=C2)\C=C\C2=C(C=C(C=C2)OC)C(F)(F)F)C=C1 (6-methoxy-2-(4-{(E)-2-[4-methoxy-2-(trifluoromethyl)phenyl]ethenyl}phenyl)-1,3-benzothiazole). The solvent is B(Br)(Br)Br (BBr3), C(Cl)Cl (DCM), C(Cl)Cl (DCM). Yields the product OC1=CC(=C(C=C1)/C=C/C1=CC=C(C=C1)C=1SC2=C(N1)C=CC(=C2)O)C(F)(F)F (2-(4-{(E)-2-[4-Hydroxy-2-(trifluoromethyl)phenyl]ethenyl}phenyl)-1,3-benzothiazol-6-ol). Yield: 81.5%. As a reaction SMILES: C[O:2][C:3]1[CH:31]=[CH:30][C:6]2[N:7]=[C:8]([C:10]3[CH:15]=[CH:14][C:13](/[CH:16]=[CH:17]/[C:18]4[CH:23]=[CH:22][C:21]([O:24]C)=[CH:20][C:19]=4[C:26]([F:29])([F:28])[F:27])=[CH:12][CH:11]=3)[S:9][C:5]=2[CH:4]=1.CCCCCC.CCOC(C)=O>C(Cl)Cl.B(Br)(Br)Br>[OH:24][C:21]1[CH:22]=[CH:23][C:18](/[CH:17]=[CH:16]/[C:13]2[CH:12]=[CH:11][C:10]([C:8]3[S:9][C:5]4[CH:4]=[C:3]([OH:2])[CH:31]=[CH:30][C:6]=4[N:7]=3)=[CH:15][CH:14]=2)=[C:19]([C:26]([F:29])([F:28])[F:27])[CH:20]=1 |f:1.2|. Procedure details: Prepared as described in the Demethylation section above using 6-methoxy-2-(4-{(E)-2-[4-methoxy-2-(trifluoromethyl)phenyl]ethenyl}phenyl)-1,3-benzothiazole (0.30 g, 0.68 mmol) in dry DCM (10 ml) and BBr3 in DCM (1.0 M, 1.40 ml, 1.40 mmol) at −78° C. give the title compound (0.229 g, 81%) as a yellow solid after work-up and flash chromatography (1:1 Hexane/EtOAc). Reaction SMILES: Br[C:2]1[CH:7]=[C:6]([O:8][CH3:9])[C:5]([O:10][CH3:11])=[CH:4][C:3]=1[CH2:12][OH:13].C(=O)([O-])[O-].[K+].[K+].O.[NH2:21][C:22]1[N:31]=[C:30]([C:32]([N:34]2[CH2:42][C:41]3[C:36](=[CH:37][CH:38]=[CH:39][CH:40]=3)[CH2:35]2)=[O:33])[C:29]2[C:24](=[CH:25][CH:26]=[C:27](B3OC(C)(C)C(C)(C)O3)[CH:28]=2)[N:23]=1>C(O)C.C1C=CC(P(C2C=CC=CC=2)[C-]2C=CC=C2)=CC=1.C1C=CC(P(C2C=CC=CC=2)[C-]2C=CC=C2)=CC=1.Cl[Pd]Cl.[Fe+2]>[NH2:21][C:22]1[N:31]=[C:30]([C:32]([N:34]2[CH2:35][C:36]3[C:41](=[CH:40][CH:39]=[CH:38][CH:37]=3)[CH2:42]2)=[O:33])[C:29]2[C:24](=[CH:25][CH:26]=[C:27]([C:2]3[CH:7]=[C:6]([O:8][CH3:9])[C:5]([O:10][CH3:11])=[CH:4][C:3]=3[CH2:12][OH:13])[CH:28]=2)[N:23]=1 |f:1.2.3,7.8.9.10|. The solvent is C(C)O (ethanol). Reagents/catalysts: C1=CC=C(C=C1)P([C-]2C=CC=C2)C3=CC=CC=C3.C1=CC=C(C=C1)P([C-]2C=CC=C2)C3=CC=CC=C3.Cl[Pd]Cl.[Fe+2] ([1,1′-bis(diphenylphosphino)ferrocene]palladium(II) dichloride). Run at temperature 120 celsius. Starting materials: BrC1=C(C=C(C(=C1)OC)OC)CO ((2-bromo-4,5-dimethoxyphenyl)methanol), C([O-])([O-])=O.[K+].[K+] (potassium carbonate), O (water), NC1=NC2=CC=C(C=C2C(=N1)C(=O)N1CC2=CC=CC=C2C1)B1OC(C(O1)(C)C)(C)C ([2-amino-6-(4,4,5,5-tetramethyl-1,3,2-dioxaborolan-2-yl)quinazolin-4-yl]-(1,3-dihydroisoindol-2-yl)methanone). The product is NC1=NC2=CC=C(C=C2C(=N1)C(=O)N1CC2=CC=CC=C2C1)C1=C(C=C(C(=C1)OC)OC)CO ([2-Amino-6-[2-(hydroxymethyl)-4,5-dimethoxyphenyl]quinazolin-4-yl]isoindolin-2-ylmethanone). Reported procedure: 48 mg of (2-bromo-4,5-dimethoxyphenyl)methanol, 80 mg of potassium carbonate, 7 μl of water and 8 mg of [1,1′-bis(diphenylphosphino)ferrocene]palladium(II) dichloride are added to a solution of 100 mg of [2-amino-6-(4,4,5,5-tetramethyl-1,3,2-dioxaborolan-2-yl)quinazolin-4-yl]-(1,3-dihydroisoindol-2-yl)methanone in 10 ml of ethanol under argon. The mixture is heated at 120° C. for 30 min. The solid is filtered off through kieselguhr with suction, and the filtrate is evaporated to dryness in vacuo... Starting materials: BrC1=CC(=C(C=C1)NC(C)(C)C)[N+](=O)[O-] ((4-bromo-2-nitro-phenyl)-tert-butyl-amine), CC1(OB(OC1(C)C)C=1C=NC(=NC1)N)C (5-(4,4,5,5-tetramethyl-1,3,2-dioxaborolan-2-yl)-pyrimidin-2-ylamine), C(=O)([O-])[O-].[K+].[K+] (K2CO3). Reagents/catalysts: C=1C=CC(=CC1)[P](C=2C=CC=CC2)(C=3C=CC=CC3)[Pd]([P](C=4C=CC=CC4)(C=5C=CC=CC5)C=6C=CC=CC6)([P](C=7C=CC=CC7)(C=8C=CC=CC8)C=9C=CC=CC9)[P](C=1C=CC=CC1)(C=1C=CC=CC1)C=1C=CC=CC1 (Pd(PPh3)4). The solvent is CN(C)C=O (DMF), O (H2O). Run at temperature 100 celsius. Yields the product C(C)(C)(C)NC1=C(C=C(C=C1)C=1C=NC(=NC1)N)[N+](=O)[O-] (5-(4-tert-butylamino-3-nitro-phenyl)-pyrimidin-2-ylamine), solid. Isolated yield 83.0%. Reaction SMILES: Br[C:2]1[CH:7]=[CH:6][C:5]([NH:8][C:9]([CH3:12])([CH3:11])[CH3:10])=[C:4]([N+:13]([O-:15])=[O:14])[CH:3]=1.CC1(C)C(C)(C)OB([C:24]2[CH:25]=[N:26][C:27]([NH2:30])=[N:28][CH:29]=2)O1.C([O-])([O-])=O.[K+].[K+]>CN(C=O)C.O.C1C=CC([P]([Pd]([P](C2C=CC=CC=2)(C2C=CC=CC=2)C2C=CC=CC=2)([P](C2C=CC=CC=2)(C2C=CC=CC=2)C2C=CC=CC=2)[P](C2C=CC=CC=2)(C2C=CC=CC=2)C2C=CC=CC=2)(C2C=CC=CC=2)C2C=CC=CC=2)=CC=1>[C:9]([NH:8][C:5]1[CH:6]=[CH:7][C:2]([C:24]2[CH:25]=[N:26][C:27]([NH2:30])=[N:28][CH:29]=2)=[CH:3][C:4]=1[N+:13]([O-:15])=[O:14])([CH3:12])([CH3:11])[CH3:10] |f:2.3.4,^1:47,49,68,87|. Procedure: To a solution of (4-bromo-2-nitro-phenyl)-tert-butyl-amine (7.2 g, 0.026 mol) in DMF (100 mL) and H2O (10 mL) are added 5-(4,4,5,5-tetramethyl-1,3,2-dioxaborolan-2-yl)-pyrimidin-2-ylamine (8.7 g, 0.04 mol), Pd(PPh3)4 (3 g, 0.003 mol) and K2CO3 (7.3 g, 0.053 mol) at room temperature. The solution is heated to 100° C. for 2 hours. The solution is cooled down, washed with H2O (100 mL) and extracted with EtOAc (3×50 mL). The combined organic layer is dried with MgSO4 and filtered. The filtrate is co...